This data is from the Open Reaction Database (ORD), a public repository of structured organic reaction records. The task is: describe an organic reaction: reactants, conditions, products, and yield The reactants are Cc1ccc(C(=O)O)nc1Br, O=C([O-])[O-], OB(O)c1cccc(Cl)c1, [K+], [K+], O. RXN SMILES: [Br:17][c:18]1[c:19]([CH3:27])[cH:20][cH:21][c:22]([C:24](=[O:25])[OH:26])[n:23]1.[C:11](=[O:12])([O-:13])[O-:14].[Cl:1][c:2]1[cH:3][c:4]([B:8]([OH:9])[OH:10])[cH:5][cH:6][cH:7]1.[K+:15].[K+:16].[OH2:28]>>[Cl:1][c:2]1[cH:3][c:4](-[c:18]2[c:19]([CH3:27])[cH:20][cH:21][c:22]([C:24](=[O:25])[OH:26])[n:23]2)[cH:5][cH:6][cH:7]1. Yields the product Cc1ccc(C(=O)O)nc1-c1cccc(Cl)c1. Conditions: temperature 22 celsius, time 45 minute. Reported procedure: To a solution of 5-chloro-2-fluoropyridine (2 g, 1.53 ml, 15.2 mmol, Eq: 1.00) and cyclopropanecarbonitrile (1.02 g, 1.15 ml, 15.2 mmol, Eq: 1.00) in toluene (20.0 ml) was added dropwise over 5 min. KHMDS 0.5 M in toluene (30.4 ml, 15.2 mmol, Eq: 1.00) at 0° C. The solution turned brown. After 45 min, the reaction mixture was allowed to warm up to 22° C. and stirred for 2.5 h. Saturated aqueous NH4Cl solution (50 ml) was then added and the aqueous phase was extracted with AcOEt (3×60 ml). The co... RXN SMILES: [Cl:1][C:2]1[CH:3]=[CH:4][C:5](F)=[N:6][CH:7]=1.[CH:9]1([C:12]#[N:13])[CH2:11][CH2:10]1.C[Si]([N-][Si](C)(C)C)(C)C.[K+].[NH4+].[Cl-]>C1(C)C=CC=CC=1>[Cl:1][C:2]1[CH:3]=[CH:4][C:5]([C:9]2([C:12]#[N:13])[CH2:11][CH2:10]2)=[N:6][CH:7]=1 |f:2.3,4.5|. Reactants: C[Si](C)(C)[N-][Si](C)(C)C.[K+] (KHMDS), [NH4+].[Cl-] (NH4Cl), ClC=1C=CC(=NC1)F (5-chloro-2-fluoropyridine), C1(CC1)C#N (cyclopropanecarbonitrile). Yield: 30.9%. Run in C1(=CC=CC=C1)C (toluene), C1(=CC=CC=C1)C (toluene). The product is ClC=1C=CC(=NC1)C1(CC1)C#N (1-(5-Chloro-pyridin-2-yl)-cyclopropanecarbonitrile). Conditions: temperature 80 celsius, time 15 hour. RXN SMILES: C([C:3]1[CH:4]=[C:5]([S:17]([N:20]([C:25]2[CH:30]=[CH:29][C:28]([CH3:31])=[CH:27][C:26]=2[CH3:32])[CH2:21][CH:22]([CH3:24])[CH3:23])(=[O:19])=[O:18])[CH:6]=C[C:8]=1[O:9][CH2:10][CH:11]1[CH2:16][CH2:15][O:14][CH2:13][CH2:12]1)#N.[OH-:33].[Na+].[CH2:35]([OH:37])[CH3:36]>>[CH3:32][C:26]1[CH:27]=[C:28]([CH3:31])[CH:29]=[CH:30][C:25]=1[N:20]([CH2:21][CH:22]([CH3:24])[CH3:23])[S:17]([C:5]1[CH:4]=[CH:3][C:8]([O:9][CH2:10][CH:11]2[CH2:16][CH2:15][O:14][CH2:13][CH2:12]2)=[C:36]([CH:6]=1)[C:35]([OH:33])=[O:37])(=[O:19])=[O:18] |f:1.2|. Starting materials: C(#N)C=1C=C(C=CC1OCC1CCOCC1)S(=O)(=O)N(CC(C)C)C1=C(C=C(C=C1)C)C (3-cyano-N-(2,4-dimethylphenyl)-N-isobutyl-4-((tetrahydro-2H-pyran-4-yl)methoxy)benzenesulfonamide), [OH-].[Na+] (sodium hydroxide), C(C)O (ethanol). Procedure: To a stirred solution of 3-cyano-N-(2,4-dimethylphenyl)-N-isobutyl-4-((tetrahydro-2H-pyran-4-yl)methoxy)benzenesulfonamide (50 mg, 0.110 mmol) in ethanol (1 mL) at 25° C. was added sodium hydroxide (0.548 mL, 2.190 mmol). After which the reaction mixture was stirred at 80° C. for 15 hours, then cooled, ethanol removed and crude partitioned between ethyl acetate (20 mL) and HCl (2N, 15 mL). The organic layer was separated, dried over MgSO4 and the solvent removed in vacuo to give a yellow oil. Th... Product: CC1=C(C=CC(=C1)C)N(S(=O)(=O)C=1C=CC(=C(C(=O)O)C1)OCC1CCOCC1)CC(C)C (5-[(2,4-dimethylphenyl)(2-methylpropyl)sulfamoyl]-2-(oxan-4-ylmethoxy)benzoic acid). Reactants: C(C1=CC=CC=C1)OC(CNC(CNC(=O)OC(C)(C)C)=O)=O (N-t-butoxycarbonylglycylglycine benzyl ester), Cl (hydrochloric acid). Solvent: O1CCOCC1 (dioxane), O1CCOCC1 (dioxane). Product: Cl.C(C1=CC=CC=C1)OC(CNC(CN)=O)=O (glycylglycine benzyl ester hydrochloride). RXN SMILES: [CH2:1]([O:8][C:9](=[O:23])[CH2:10][NH:11][C:12](=[O:22])[CH2:13][NH:14]C(OC(C)(C)C)=O)[C:2]1[CH:7]=[CH:6][CH:5]=[CH:4][CH:3]=1.[ClH:24]>O1CCOCC1>[ClH:24].[CH2:1]([O:8][C:9](=[O:23])[CH2:10][NH:11][C:12](=[O:22])[CH2:13][NH2:14])[C:2]1[CH:3]=[CH:4][CH:5]=[CH:6][CH:7]=1 |f:3.4|. Procedure details: 10.3 Parts N-t-butoxycarbonylglycylglycine benzyl ester is dissolved in 200 parts dioxane and treated with a 10 fold excess of 2 N hydrochloric acid in dioxane for 10 minutes. Removal of the solvent under reduced pressure affords pure glycylglycine benzyl ester hydrochloride. Reactants: C(CCC)C1=NOC(=C1/C=C/C=1SC(=C(N1)C)C(=O)O)C (2-[(E)-2-(3-butyl-5-methyl-isoxazol-4-yl)-vinyl]-4-methyl-thiazole-5-carboxylic acid), N1CCOCC1 (morpholine). Product: C(CCC)C1=NOC(=C1/C=C/C=1SC(=C(N1)C)C(=O)N1CCOCC1)C ({2-[(E)-2-(3-Butyl-5-methyl-isoxazol-4-yl)-vinyl]-4-methyl-thiazol-5-yl}-morpholin-4-yl-methanone). Yield: 52.0%. RXN SMILES: [CH2:1]([C:5]1[C:9](/[CH:10]=[CH:11]/[C:12]2[S:13][C:14]([C:18]([OH:20])=O)=[C:15]([CH3:17])[N:16]=2)=[C:8]([CH3:21])[O:7][N:6]=1)[CH2:2][CH2:3][CH3:4].[NH:22]1[CH2:27][CH2:26][O:25][CH2:24][CH2:23]1>>[CH2:1]([C:5]1[C:9](/[CH:10]=[CH:11]/[C:12]2[S:13][C:14]([C:18]([N:22]3[CH2:27][CH2:26][O:25][CH2:24][CH2:23]3)=[O:20])=[C:15]([CH3:17])[N:16]=2)=[C:8]([CH3:21])[O:7][N:6]=1)[CH2:2][CH2:3][CH3:4]. Reported procedure: As described for example 104, 2-[(E)-2-(3-butyl-5-methyl-isoxazol-4-yl)-vinyl]-4-methyl-thiazole-5-carboxylic acid (153 mg, 0.5 mmol) was converted, using morpholine instead of rac-2-amino-1-butanol, to the title compound (98 mg, 52%) which was obtained as a colourless gum after purification by chromatography (silica, 0 to 100% ethyl acetate in heptane). MS: m/e=376.3 [M+H]+. Starting materials: NC=1C=C(C(=O)O)C=C(C1O)N (3,5-Diamino-4-hydroxybenzoic acid), Cl (hydrochloric acid). Product: Cl.Cl.NC=1C=C(C(=O)O)C=C(C1O)N (3,5-diamino-4-hydroxybenzoic acid dihydrochloride). Yield: 90.0%. As a reaction SMILES: [NH2:1][C:2]1[CH:3]=[C:4]([CH:8]=[C:9]([NH2:12])[C:10]=1[OH:11])[C:5]([OH:7])=[O:6].[ClH:13]>>[ClH:13].[ClH:13].[NH2:1][C:2]1[CH:3]=[C:4]([CH:8]=[C:9]([NH2:12])[C:10]=1[OH:11])[C:5]([OH:7])=[O:6] |f:2.3.4|. Procedure: 3,5-Diamino-4-hydroxybenzoic acid (2 g, 11.9 mmole) was dissolved in 6N hydrochloric acid (50 ml) and refluxed for 2 hours. The mixture was evaporated to dryness and the residue was treated with ethyl acetate (50 ml), filtered and dried to give 3,5-diamino-4-hydroxybenzoic acid dihydrochloride (2.58 g, 90%), m.p. 260°-262° C. (dec.) (lit. ref., Chemical Abstracts, 1908, 2379, m.p. 260° C. (dec)).